Dataset: the Open Reaction Database (ORD), a public repository of structured organic reaction records. Task: describe an organic reaction: reactants, conditions, products, and yield Reactants: N(=O)[O-].[Na+] (sodium nitrite), CCOCC (Et2O), NC1=C(C(=O)OC)C=C(N=C1C1=CC=C(C=C1)OCC1=CC=CC=C1)Br (Methyl 3-amino-2-(4-(benzyloxy)phenyl)-6-bromoisonicotinate), [N-]=[N+]=[N-].[Na+] (sodium azide). Run in C(=O)(C(F)(F)F)O (TFA), O (water). Conditions: time 20 minute. Yields the product N(=[N+]=[N-])C1=C(C(=O)OC)C=C(N=C1C1=CC=C(C=C1)OCC1=CC=CC=C1)Br (methyl 3-azido-2-(4-(benzyloxy)phenyl)-6-bromoisonicotinate). The yield is 64.0%. Reaction SMILES: [NH2:1][C:2]1[C:11]([C:12]2[CH:17]=[CH:16][C:15]([O:18][CH2:19][C:20]3[CH:25]=[CH:24][CH:23]=[CH:22][CH:21]=3)=[CH:14][CH:13]=2)=[N:10][C:9]([Br:26])=[CH:8][C:3]=1[C:4]([O:6][CH3:7])=[O:5].N([O-])=O.[Na+].[N-:31]=[N+:32]=[N-].[Na+].CCOCC>C(O)(C(F)(F)F)=O.O>[N:1]([C:2]1[C:11]([C:12]2[CH:13]=[CH:14][C:15]([O:18][CH2:19][C:20]3[CH:25]=[CH:24][CH:23]=[CH:22][CH:21]=3)=[CH:16][CH:17]=2)=[N:10][C:9]([Br:26])=[CH:8][C:3]=1[C:4]([O:6][CH3:7])=[O:5])=[N+:31]=[N-:32] |f:1.2,3.4|. Procedure details: Methyl 3-amino-2-(4-(benzyloxy)phenyl)-6-bromoisonicotinate (3.28 g, 7.94 mmol) was dissolved in TFA (40 mL) and the yellow solution was cooled in an ice bath. Solid sodium nitrite (1.1 g, 15.9 mmol) was added with stirring to give a red mixture with gas evolution. After 20 min, solid sodium azide (5.16 g, 79 mmol) was added over 5 min followed immediately by Et2O (40 mL). After 20 minutes water was added and the mixture was extracted with EtOAc. The combined organic phases were washed with wate...